From a dataset of the Open Reaction Database (ORD), a public repository of structured organic reaction records. describe an organic reaction: reactants, conditions, products, and yield The reactants are C1CCOC1, COC(=O)C(C)(C)NC(=O)c1ccc2ccccc2c1O, CC(CCO)c1ccccc1, c1ccc(P(c2ccccc2)c2ccccc2)cc1. The product is COC(=O)C(C)(C)NC(=O)c1ccc2ccccc2c1OCCC(C)c1ccccc1. RXN SMILES: [CH2:52]1[O:53][CH2:54][CH2:55][CH2:56]1.[CH3:1][O:2][C:3]([C:4]([CH3:5])([CH3:6])[NH:7][C:8](=[O:9])[c:10]1[c:11]([OH:20])[c:12]2[cH:13][cH:14][cH:15][cH:16][c:17]2[cH:18][cH:19]1)=[O:21].[c:22]1([CH:28]([CH2:29][CH2:30][OH:31])[CH3:32])[cH:23][cH:24][cH:25][cH:26][cH:27]1.[c:33]1([P:34]([c:35]2[cH:36][cH:37][cH:38][cH:39][cH:40]2)[c:41]2[cH:42][cH:43][cH:44][cH:45][cH:46]2)[cH:47][cH:48][cH:49][cH:50][cH:51]1>>[CH3:1][O:2][C:3]([C:4]([CH3:5])([CH3:6])[NH:7][C:8](=[O:9])[c:10]1[c:11]([O:20][CH2:30][CH2:29][CH:28]([c:22]2[cH:23][cH:24][cH:25][cH:26][cH:27]2)[CH3:32])[c:12]2[cH:13][cH:14][cH:15][cH:16][c:17]2[cH:18][cH:19]1)=[O:21]. Starting materials: NC1=NC2=C(C(=NC1)C1=CC=CC=C1)C=C(C=C2)Cl (2-amino-7-chloro-5-phenyl-3H-1,4-benzodiazepine), ClCC(=O)CCl (1,3-dichloroacetone), C(O)([O-])=O.[Na+] (sodium hydrogen carbonate). The solvent is O1CCOCC1 (dioxan). Run at temperature 98 celsius, time 22 hour. Yields the product ClC=1C=CC2=C(C(=NCC=3N2C=C(N3)CO)C3=CC=CC=C3)C1 (8-chloro-6-phenyl-4H-imidazo[1,2-a][1,4]benzodiazepine-2-methanol). Isolated yield 28.2%. Reaction SMILES: [NH2:1][C:2]1[CH2:8][N:7]=[C:6]([C:9]2[CH:14]=[CH:13][CH:12]=[CH:11][CH:10]=2)[C:5]2[CH:15]=[C:16]([Cl:19])[CH:17]=[CH:18][C:4]=2[N:3]=1.Cl[CH2:21][C:22]([CH2:24]Cl)=O.C(=O)([O-])[OH:27].[Na+]>O1CCOCC1>[Cl:19][C:16]1[CH:17]=[CH:18][C:4]2[N:3]3[CH:24]=[C:22]([CH2:21][OH:27])[N:1]=[C:2]3[CH2:8][N:7]=[C:6]([C:9]3[CH:14]=[CH:13][CH:12]=[CH:11][CH:10]=3)[C:5]=2[CH:15]=1 |f:2.3|. Reported procedure: A solution of 10.9 g of 2-amino-7-chloro-5-phenyl-3H-1,4-benzodiazepine (K. Meguro, H. Tawada & Y. Kuwada, Yakugaku Zasshi, 1973, 93, 1253-1262) and 5.2 g of 1,3-dichloroacetone in 200 ml of dioxan was treated with 3.13 g of anhydrous sodium hydrogen carbonate and stirred at 98° C. for 22 h. After cooling the inorganic salts were filtered off, the filtrate was treated with 0.93 g of p-toluenesulphonic acid and stirred at 98° C. for 1.5 h. 74.5 ml of 1N aqueous sodium hydroxide solution and 2.5 g... The reactants are C([O-])([O-])=O.[K+].[K+] (potassium carbonate), Cl.C(C)(=N)N (acetamidine hydrochloride), ClC(C(=O)Cl)C1=CC=C(C=C1)OC (2-chloro-2-(4-methoxyphenyl)acetyl chloride). Run in O1CCCC1 (tetrahydrofuran). Run at temperature 15 celsius, time 15 minute. The product is COC1=CC=C(C=C1)C1=NC(=NC1=O)C (4-(4-methoxyphenyl)-2-methylimidazol-5-one). As a reaction SMILES: Cl.[C:2]([NH2:5])(=[NH:4])[CH3:3].C(=O)([O-])[O-].[K+].[K+].Cl[CH:13]([C:17]1[CH:22]=[CH:21][C:20]([O:23][CH3:24])=[CH:19][CH:18]=1)[C:14](Cl)=[O:15]>O1CCCC1>[CH3:24][O:23][C:20]1[CH:21]=[CH:22][C:17]([C:13]2[C:14](=[O:15])[N:5]=[C:2]([CH3:3])[N:4]=2)=[CH:18][CH:19]=1 |f:0.1,2.3.4|. Procedure: A stirred mixture of 11.8 grams (0.10 mole) of acetamidine hydrochloride in 200 mL of tetrahydrofuran is cooled to about 15° C., and 41.8 grams (0.30 mole) of potassium carbonate is added portionwise. To this is then added portionwise 21.8 grams (0.10 mole) of 2-chloro-2-(4-methoxyphenyl)acetyl chloride. Upon completion of addition, the reaction mixture is stirred for 15 minutes at 15° C., then it is warmed to reflux where it stirred for about four hours. The reaction mixture is then cooled and ... Reactants: CC#N, O=C(CCl)N1CCN(C2CCC2)CC1, Clc1ccc(-n2ncc3c2CCNC3)nn1, Cl, [K+], [K+], O=C([O-])[O-]. The product is O=C(CN1CCc2c(cnn2-c2ccc(Cl)nn2)C1)N1CCN(C2CCC2)CC1. RXN SMILES: [CH3:38][C:39]#[N:40].[Cl:18][CH2:19][C:20](=[O:21])[N:22]1[CH2:23][CH2:24][N:25]([CH:28]2[CH2:29][CH2:30][CH2:31]2)[CH2:26][CH2:27]1.[Cl:2][c:3]1[cH:4][cH:5][c:6](-[n:9]2[n:10][cH:11][c:12]3[c:17]2[CH2:16][CH2:15][NH:14][CH2:13]3)[n:7][n:8]1.[ClH:1].[K+:32].[K+:33].[O-:34][C:35]([O-:36])=[O:37]>>[Cl:2][c:3]1[cH:4][cH:5][c:6](-[n:9]2[n:10][cH:11][c:12]3[c:17]2[CH2:16][CH2:15][N:14]([CH2:19][C:20](=[O:21])[N:22]2[CH2:23][CH2:24][N:25]([CH:28]4[CH2:29][CH2:30][CH2:31]4)[CH2:26][CH2:27]2)[CH2:13]3)[n:7][n:8]1. The reactants are ClCC=1N=CNC1 (4-chloromethylimidazole), [OH-].[Na+] (sodium hydroxide), NC(=S)N (thiourea), ClC1=NC=C(C=C1)[N+](=O)[O-] (2-chloro-5-nitropyridine). Run in O (water), C(C)O (ethanol), C(C)O (ethanol), O (water), C(C)O (ethanol). Conditions: temperature 21 celsius, time 3 hour. Yields the product N1C=NC(=C1)CSC1=NC=C(C=C1)[N+](=O)[O-] (2-[(1H-Imidazol-4-yl)methylthio]-5-nitropyridine). RXN SMILES: Cl[CH2:2][C:3]1[N:4]=[CH:5][NH:6][CH:7]=1.[NH2:8][C:9](N)=[S:10].ClC1[CH:18]=[CH:17][C:16]([N+:19]([O-:21])=[O:20])=[CH:15]N=1.[OH-].[Na+]>C(O)C.O>[NH:6]1[CH:7]=[C:3]([CH2:2][S:10][C:9]2[CH:18]=[CH:17][C:16]([N+:19]([O-:21])=[O:20])=[CH:15][N:8]=2)[N:4]=[CH:5]1 |f:3.4|. Procedure details: A mixture of 0.6 g (3.9 mmol) of 4-chloromethylimidazole and of an equimolar equivalent of thiourea (0.3 g) in 10 ml of ethanol is brought to reflux for 30 min. 5 ml of ethanol, 20 ml of water and 1.2 molar equivalents of 2-chloro-5-nitropyridine (0.74 g) in 5 ml of hot ethanol are added to this mixture. The light solution is cooled to 0°-10° C. in an ice bath and a solution of 0.49 g of sodium hydroxide in 10 ml of water is added dropwise under nitrogen at 0°-10° C. and then the mixture is stir... Starting materials: C(N)(=O)[C@H]1C[C@@H](N(C1)C1=CC=2N(C=C1)N=CC2C(=O)N(CC2=CC=C(C=C2)OC)CC2=CC=C(C=C2)OC)C2=CC(=CC=C2)F (5-((2R,4S)-4-carbamoyl-2-(3-fluorophenyl)pyrrolidin-1-yl)-N,N-bis(4-methoxybenzyl)pyrazolo[1,5-a]pyridine-3-carboxamide), crude material. Run in C(=O)(C(F)(F)F)O (TFA), CS(=O)C (DMSO). Yields the product C(N)(=O)[C@H]1C[C@@H](N(C1)C1=CC=2N(C=C1)N=CC2C(=O)N)C2=CC(=CC=C2)F (5-((2R,4S)-4-carbamoyl-2-(3-fluorophenyl)pyrrolidin-1-yl)pyrazolo[1,5-a]pyridine-3-carboxamide). Reaction SMILES: [C:1]([C@@H:4]1[CH2:8][N:7]([C:9]2[CH:14]=[CH:13][N:12]3[N:15]=[CH:16][C:17]([C:18]([N:20](CC4C=CC(OC)=CC=4)CC4C=CC(OC)=CC=4)=[O:19])=[C:11]3[CH:10]=2)[C@@H:6]([C:39]2[CH:44]=[CH:43][CH:42]=[C:41]([F:45])[CH:40]=2)[CH2:5]1)(=[O:3])[NH2:2]>C(O)(C(F)(F)F)=O.CS(C)=O>[C:1]([C@@H:4]1[CH2:8][N:7]([C:9]2[CH:14]=[CH:13][N:12]3[N:15]=[CH:16][C:17]([C:18]([NH2:20])=[O:19])=[C:11]3[CH:10]=2)[C@@H:6]([C:39]2[CH:44]=[CH:43][CH:42]=[C:41]([F:45])[CH:40]=2)[CH2:5]1)(=[O:3])[NH2:2]. Procedure details: A solution of 5-((2R,4S)-4-carbamoyl-2-(3-fluorophenyl)pyrrolidin-1-yl)-N,N-bis(4-methoxybenzyl)pyrazolo[1,5-a]pyridine-3-carboxamide (I-54) (10 mg, 0.016 mmol) in TFA (0.5 mL) was heated to 60° C. for 2 hours. The reaction was reduced to dryness and the crude material was taken up in DMSO and purified by preparative LCMS and lyophilized to give 5-((2R,4S)-4-carbamoyl-2-(3-fluorophenyl)pyrrolidin-1-yl)pyrazolo[1,5-a]pyridine-3-carboxamide (X-26). 1H NMR (400 MHz, DMSO) δ 8.38 (d, J=7.7 Hz, 1 H),... The reactants are C1CCOC1, CO, COC(=O)c1ccc2ccn(C)c2c1, [Na+], [OH-], O. Yields the product Cn1ccc2ccc(C(=O)O)cc21. RXN SMILES: [CH2:19]1[O:20][CH2:21][CH2:22][CH2:23]1.[CH3:17][OH:18].[CH3:1][n:2]1[cH:3][cH:4][c:5]2[cH:6][cH:7][c:8]([C:11](=[O:12])[O:13][CH3:14])[cH:9][c:10]12.[Na+:16].[OH-:15].[OH2:24]>>[CH3:1][n:2]1[cH:3][cH:4][c:5]2[cH:6][cH:7][c:8]([C:11](=[O:12])[OH:13])[cH:9][c:10]12. Reactants: CC(=O)Cl, COc1ccc2c(c1)C(C)=CC(C)(C)N2, c1ccncc1. The product is COc1ccc2c(c1)C(C)=CC(C)(C)N2C(C)=O. Reaction SMILES: [CH3:1][C:2]([Cl:3])=[O:4].[CH3:5][O:6][c:7]1[cH:8][c:9]2[c:14]([cH:15][cH:16]1)[NH:13][C:12]([CH3:17])([CH3:18])[CH:11]=[C:10]2[CH3:19].[cH:20]1[cH:21][cH:22][n:23][cH:24][cH:25]1>>[CH3:1][C:2](=[O:4])[N:13]1[C:12]([CH3:17])([CH3:18])[CH:11]=[C:10]([CH3:19])[c:9]2[cH:8][c:7]([O:6][CH3:5])[cH:16][cH:15][c:14]21. Reactants: C(C=C)C(C(=O)OCC=C)CC(=O)OCC=C (diallyl allylsuccinate), C1(C(=C)CC(=O)O1)=O (itaconic anhydride), C(C=C)C1C(=O)OC(C1)=O (allylsuccinic anhydride). The product is C(C(=C)CC(=O)OCC=C)(=O)OCC=C (diallyl itaconate). Reaction SMILES: [CH2:1]([CH:4]([CH2:11][C:12]([O:14][CH2:15][CH:16]=[CH2:17])=[O:13])[C:5]([O:7][CH2:8][CH:9]=[CH2:10])=[O:6])C=C.C1(=O)OC(=O)CC1=C.C(C1CC(=O)OC1=O)C=C>>[C:5]([O:7][CH2:8][CH:9]=[CH2:10])(=[O:6])[C:4]([CH2:11][C:12]([O:14][CH2:15][CH:16]=[CH2:17])=[O:13])=[CH2:1]. Procedure: The procedure described in (a) above is repeated, except that 140 g (1.25 mol) of itaconic anhydride are substituted for the 175 g of allylsuccinic anhydride. About 190 g of diallyl itaconate having a boiling point of 95° C. at 2 hPa (abs.) are recovered. Starting materials: O=C([O-])[O-], C#CC(C)(C)Cl, CC#N, CCCCCC, CCOCC, Oc1ccc(OC(F)(F)F)cc1, [I-], [K+], [K+], [K+]. Yields the product C#CC(C)(C)Oc1ccc(OC(F)(F)F)cc1. Reaction SMILES: [C:21](=[O:22])([O-:23])[O-:24].[CH3:13][C:14]([CH3:15])([C:16]#[CH:17])[Cl:18].[CH3:27][C:28]#[N:29].[CH3:30][CH2:31][CH2:32][CH2:33][CH2:34][CH3:35].[CH3:36][CH2:37][O:38][CH2:39][CH3:40].[F:1][C:2]([O:3][c:4]1[cH:5][cH:6][c:7]([OH:10])[cH:8][cH:9]1)([F:11])[F:12].[I-:20].[K+:19].[K+:25].[K+:26]>>[F:1][C:2]([O:3][c:4]1[cH:5][cH:6][c:7]([O:10][C:14]([CH3:13])([CH3:15])[C:16]#[CH:17])[cH:8][cH:9]1)([F:11])[F:12].